Dataset: the Open Reaction Database (ORD), a public repository of structured organic reaction records. Task: describe an organic reaction: reactants, conditions, products, and yield Reactants: C(C=C)OC1=C2C=C(C(NC2=C(C=C1)C)=O)C(C)C (5-Allyloxy-3-isopropyl-8-methylcarbostyril), CN(C1=CC=CC=C1)C (N,N-dimethylaniline). Run at temperature 202 celsius, time 90 minute. Yields the product C(C=C)C=1C(=C2C=C(C(NC2=C(C1)C)=O)C(C)C)O (6-Allyl-5-hydroxy-3-isopropyl-8-methylcarbostyril). Yield: 81.1%. As a reaction SMILES: C([O:4][C:5]1[CH:14]=[CH:13][C:12]([CH3:15])=[C:11]2[C:6]=1[CH:7]=[C:8]([CH:17]([CH3:19])[CH3:18])[C:9](=[O:16])[NH:10]2)C=C.CN(C)[C:22]1[CH:27]=CC=C[CH:23]=1>>[CH2:27]([C:14]1[C:5]([OH:4])=[C:6]2[C:11](=[C:12]([CH3:15])[CH:13]=1)[NH:10][C:9](=[O:16])[C:8]([CH:17]([CH3:18])[CH3:19])=[CH:7]2)[CH:22]=[CH2:23]. Procedure: 5-Allyloxy-3-isopropyl-8-methylcarbostyril (1.85 g, 7.20 mmol) was suspended in N,N-dimethylaniline (20 ml). The suspension was heated and dissolved while stirring at 202° C. for 90 minutes. The reaction system was heated under reduced pressure until condensed. The resultant residue was recrystallized from methanol-ether-hexane to obtain 1.50 g of the title compound as pale yellow powdery crystals (81.1%). The reactants are C(C1=CC=CC=C1)NC(CC(=O)OCC)C (ethyl 3-(benzylamino)butanoate), BrCC(=O)OC (methyl bromoacetate), C([O-])([O-])=O.[K+].[K+] (potassium carbonate). Run in C(C)#N (acetonitrile). The product is C(C1=CC=CC=C1)N(C(CC(=O)OCC)C)CC(=O)OC (ethyl 3-[benzyl(2-methoxy-2-oxoethyl)amino]butanoate). Yield: 82.3%. Reaction SMILES: [CH2:1]([NH:8][CH:9]([CH3:16])[CH2:10][C:11]([O:13][CH2:14][CH3:15])=[O:12])[C:2]1[CH:7]=[CH:6][CH:5]=[CH:4][CH:3]=1.Br[CH2:18][C:19]([O:21][CH3:22])=[O:20].C(=O)([O-])[O-].[K+].[K+]>C(#N)C>[CH2:1]([N:8]([CH2:18][C:19]([O:21][CH3:22])=[O:20])[CH:9]([CH3:16])[CH2:10][C:11]([O:13][CH2:14][CH3:15])=[O:12])[C:2]1[CH:7]=[CH:6][CH:5]=[CH:4][CH:3]=1 |f:2.3.4|. Procedure: A suspension of ethyl 3-(benzylamino)butanoate (5.9 g, 26.7 mmol), methyl bromoacetate (3.0 ml, 31.7 mmol) and potassium carbonate (7.4 g, 53.5 mmol) in acetonitrile (100 ml), was stirred at room temperature for 18 hs. The reaction was filtered through celite and concentrated to give ethyl 3-[benzyl(2-methoxy-2-oxoethyl)amino]butanoate (6.45 g, 82%) as a clear oil, MS (M+H)+=294. Starting materials: CNC, CO, COc1ccc(N(C)c2nc(Cl)nc3ccc(OC)cc23)cc1. The product is COc1ccc(N(C)c2nc(N(C)C)nc3ccc(OC)cc23)cc1. As a reaction SMILES: [CH3:24][NH:25][CH3:26].[CH3:27][OH:28].[Cl:1][c:2]1[n:3][c:4]2[cH:5][cH:6][c:7]([O:22][CH3:23])[cH:8][c:9]2[c:10]([N:12]([CH3:13])[c:14]2[cH:15][cH:16][c:17]([O:20][CH3:21])[cH:18][cH:19]2)[n:11]1>>[c:2]1([N:25]([CH3:24])[CH3:26])[n:3][c:4]2[cH:5][cH:6][c:7]([O:22][CH3:23])[cH:8][c:9]2[c:10]([N:12]([CH3:13])[c:14]2[cH:15][cH:16][c:17]([O:20][CH3:21])[cH:18][cH:19]2)[n:11]1. The reactants are CCOC(C)=O, CCCCCC, [Cl-], [Fe], [NH4+], O, O=C1c2cccc([N+](=O)[O-])c2CN1c1ccccc1C=Cc1n[nH]c2ccccc12. Product: Nc1cccc2c1CN(c1ccccc1C=Cc1n[nH]c3ccccc13)C2=O. RXN SMILES: [C:40]([O:41][CH2:42][CH3:43])(=[O:44])[CH3:45].[CH3:34][CH2:35][CH2:36][CH2:37][CH2:38][CH3:39].[Cl-:31].[Fe:46].[NH4+:32].[OH2:33].[nH:1]1[n:2][c:3]([CH:10]=[CH:11][c:12]2[c:13]([N:18]3[C:19](=[O:30])[c:20]4[cH:21][cH:22][cH:23][c:24]([N+:27]([O-:28])=[O:29])[c:25]4[CH2:26]3)[cH:14][cH:15][cH:16][cH:17]2)[c:4]2[cH:5][cH:6][cH:7][cH:8][c:9]12>>[nH:1]1[n:2][c:3]([CH:10]=[CH:11][c:12]2[c:13]([N:18]3[C:19](=[O:30])[c:20]4[cH:21][cH:22][cH:23][c:24]([NH2:27])[c:25]4[CH2:26]3)[cH:14][cH:15][cH:16][cH:17]2)[c:4]2[cH:5][cH:6][cH:7][cH:8][c:9]12. The reactants are [H-].[Na+] (sodium hydride), C(C)(C)(C)OC(=O)N1[C@@H](C[C@H](C1)O)C(=O)O ((2S,4R)-1-(tert-butoxycarbonyl)-4-hydroxy-2-pyrrolidinecarboxylic acid), C(C)I (ethyl iodide). Solvent: C1CCOC1 (THF). Reaction conditions: time 45 minute. Yields the product C(C)(C)(C)OC(=O)N1[C@@H](C[C@H](C1)OCC)C(=O)O ((2S,4R)-1-(tert-Butoxycarbonyl)-4-ethoxy-2-pyrrolidinecarboxylic Acid). Yield: 82.8%. Reaction SMILES: [H-].[Na+].[C:3]([O:7][C:8]([N:10]1[CH2:14][C@H:13]([OH:15])[CH2:12][C@H:11]1[C:16]([OH:18])=[O:17])=[O:9])([CH3:6])([CH3:5])[CH3:4].[CH2:19](I)[CH3:20]>C1COCC1>[C:3]([O:7][C:8]([N:10]1[CH2:14][C@H:13]([O:15][CH2:19][CH3:20])[CH2:12][C@H:11]1[C:16]([OH:18])=[O:17])=[O:9])([CH3:6])([CH3:4])[CH3:5] |f:0.1|. Procedure: 1.72 g of 60% sodium hydride in oil are added, under a nitrogen atmosphere, to a solution of 5 g of (2S,4R)-1-(tert-butoxycarbonyl)-4-hydroxy-2-pyrrolidinecarboxylic acid in 100 ml of THF, and the mixture is stirred for 45 minutes at RT. 3.27 g of ethyl iodide are then added, the mixture is refluxed for 3 hours and stirred for 18 hours while allowing the temperature to return to RT. The reaction mixture is concentrated under vacuum, the residue is taken up in 5% KHSO4 solution and extracted with... Reactants: ClC1=NC=C(C(=N1)Cl)F (2,4-dichloro-5-fluoropyrimidine), FC=1C2=C(NOCO2)C=CC1F (3,4-difluoromethylenedioxyaniline). The product is ClC1=NC=C(C(=N1)NC1=C2C(=C(C(=C1)OCO2)F)F)F (2-chloro-N4-(3,4-difluoromethylenedioxyphenyl)-5-fluoro-4-pyrimidineamine). As a reaction SMILES: [Cl:1][C:2]1[N:7]=[C:6](Cl)[C:5]([F:9])=[CH:4][N:3]=1.[F:10][C:11]1[C:12]2[O:17][CH2:16][O:15][NH:14][C:13]=2[CH:18]=[CH:19][C:20]=1[F:21]>>[Cl:1][C:2]1[N:7]=[C:6]([NH:14][C:13]2[CH:18]=[C:19]3[O:15][CH2:16][O:17][C:12]=2[C:11]([F:10])=[C:20]3[F:21])[C:5]([F:9])=[CH:4][N:3]=1. Procedure details: In like manner to the preparation of 2-chloro-5-fluoro-N4-[3-(1H-tetrazol-5-yl)phenyl]-4-pyrimidineamine the reaction of 2,4-dichloro-5-fluoropyrimidine with 3,4-difluoromethylenedioxyaniline gave 2-chloro-N4-(3,4-difluoromethylenedioxyphenyl)-5-fluoro-4-pyrimidineamine. 1H NMR (CDCl3): δ 8.09 (d, 1H, J=3 Hz), 7.70 (d, 1H, J=2.4 Hz), 7.10 (dd, 1H, J=2.4 and 8.7 Hz), 7.06 (t, 1H, J=8.1 Hz), 6.97 (bs, 1H); 19F NMR (CDCl3): −14175 and −44562; LCMS: purity: 95%; MS (m/e): 304 (MH+).